Dataset: the Open Reaction Database (ORD), a public repository of structured organic reaction records. Task: describe an organic reaction: reactants, conditions, products, and yield Reactants: C, CO, CCCCc1nc(Cl)c(CN=[N+]=[N-])n1Cc1ccc(-c2ccccc2C(=O)OC)cc1, [Pd]. Yields the product CCCCc1nc(Cl)c(CN)n1Cc1ccc(-c2ccccc2C(=O)OC)cc1. Reaction SMILES: [C:34].[CH3:32][OH:33].[N:1](=[N+:2]=[N-:3])[CH2:4][c:5]1[c:6]([Cl:31])[n:7][c:8]([CH2:27][CH2:28][CH2:29][CH3:30])[n:9]1[CH2:10][c:11]1[cH:12][cH:13][c:14](-[c:17]2[c:18]([C:23](=[O:24])[O:25][CH3:26])[cH:19][cH:20][cH:21][cH:22]2)[cH:15][cH:16]1.[Pd:35]>>[NH2:1][CH2:4][c:5]1[c:6]([Cl:31])[n:7][c:8]([CH2:27][CH2:28][CH2:29][CH3:30])[n:9]1[CH2:10][c:11]1[cH:12][cH:13][c:14](-[c:17]2[c:18]([C:23](=[O:24])[O:25][CH3:26])[cH:19][cH:20][cH:21][cH:22]2)[cH:15][cH:16]1. The reactants are O1C(COC2=CC3=C(N=C(S3)S(=O)(=O)N)C=C2)C1 (6-(2,3-epoxypropoxy)benzothiazole-2-sulfonamide), C(C)(C)(C)N (t-butylamine). The solvent is C(C)#N (acetonitrile), CO (methanol). Conditions: temperature 50 celsius. The product is C(C)(C)(C)NCC(COC1=CC2=C(N=C(S2)S(=O)(=O)N)C=C1)O (6-(3-t-butylamino-2-hydroxypropoxy)benzothiazole-2-sulfonamide). As a reaction SMILES: [O:1]1[CH2:18][CH:2]1[CH2:3][O:4][C:5]1[CH:17]=[CH:16][C:8]2[N:9]=[C:10]([S:12]([NH2:15])(=[O:14])=[O:13])[S:11][C:7]=2[CH:6]=1.[C:19]([NH2:23])([CH3:22])([CH3:21])[CH3:20]>C(#N)C.CO>[C:19]([NH:23][CH2:18][CH:2]([OH:1])[CH2:3][O:4][C:5]1[CH:17]=[CH:16][C:8]2[N:9]=[C:10]([S:12]([NH2:15])(=[O:14])=[O:13])[S:11][C:7]=2[CH:6]=1)([CH3:22])([CH3:21])[CH3:20]. Procedure details: A solution of 6-(2,3-epoxypropoxy)benzothiazole-2-sulfonamide (1.14 gm, 4.0 mmol) in acetonitrile (16 mL) and methanol (4 mL) containing t-butylamine (0.88 mL, 0.4 mmol) was warmed at 50° C. for 15-20 hours. The solvents were evaporated and the residue (1.1 gm) was chromatographed on silica gel eluting with 20-30% methanol/chloroform (V/V). The appropriate fractions were combined and evaporated. The residue was digested in acetonitrile, cooled and the produce collected (0.62 gm), m.p. 195°-196° ... Starting materials: Brc1ccc(CCC2CO2)cc1, [H-], [Na+], CN(C)C=O, O, c1c[nH]cn1. Product: OC(CCc1ccc(Br)cc1)Cn1ccnc1. Reaction SMILES: [Br:13][c:14]1[cH:15][cH:16][c:17]([CH2:20][CH2:21][CH:22]2[CH2:23][O:24]2)[cH:18][cH:19]1.[H-:1].[Na+:2].[O:3]=[CH:4][N:5]([CH3:6])[CH3:7].[OH2:25].[nH:8]1[cH:9][n:10][cH:11][cH:12]1>>[n:8]1([CH2:23][CH:22]([CH2:21][CH2:20][c:17]2[cH:16][cH:15][c:14]([Br:13])[cH:19][cH:18]2)[OH:24])[cH:9][n:10][cH:11][cH:12]1. The reactants are C(=O)(O)C(O)C(O)C(=O)O.C[C@H]1NCCC1 ((2R)-2-methylpyrrolidine tartrate), CC1=CC=C(C=C1)S(=O)(=O)OCCC#C (3-butynyl 4-methylbenzenesulfonate), C([O-])([O-])=O.[K+].[K+] (potassium carbonate), S(=O)(=O)([O-])C1=CC=C(C)C=C1 (tosylate). Solvent: C(C)#N (acetonitrile). Conditions: temperature 85 celsius, time 16 hour. Yields the product C(CC#C)N1[C@@H](CCC1)C ((2R)-1-(3-butynyl)-2-methylpyrrolidine). RXN SMILES: C(=O)([O-])[O-].[K+].[K+].[C:7]([CH:10]([CH:12]([C:14](O)=O)O)O)(O)=O.[CH3:17][C@@H:18]1[CH2:22][CH2:21][CH2:20][NH:19]1.CC1C=CC(S(OCCC#C)(=O)=O)=CC=1.S(C1C=CC(C)=CC=1)([O-])(=O)=O>C(#N)C>[CH2:7]([N:19]1[CH2:20][CH2:21][CH2:22][C@H:18]1[CH3:17])[CH2:10][C:12]#[CH:14] |f:0.1.2,3.4|. Reported procedure: A sealed pressure tube was charged potassium carbonate powder (18.4 g, 133.2 mmol, 325 mesh), milled (2R)-2-methylpyrrolidine tartrate (20.9 g, 88.8 mmol), 3-butynyl 4-methylbenzenesulfonate (15.7 mL, 88.8 mmol), and acetonitrile (105 mL). The mixture was heated at 85° C. and stirred for 16 hours. The completion of the reaction was monitored by gas chromatography until all the tosylate was consumed. The reaction mixture was cooled to room temperature, diluted with CH3CN (50 mL), and filtered. Th...